Dataset: the Open Reaction Database (ORD), a public repository of structured organic reaction records. Task: describe an organic reaction: reactants, conditions, products, and yield Starting materials: BrC=1C=C(C=O)C=C(C1)F (3-bromo-5-fluorobenzaldehyde), KOBu-t, C(C)#N (acetonitrile). The product is BrC=1C=C(C=C(C1)F)C(CC#N)O (3-(3-bromo-5-fluorophenyl)-3-hydroxypropanenitrile). As a reaction SMILES: [Br:1][C:2]1[CH:3]=[C:4]([CH:7]=[C:8]([F:10])[CH:9]=1)[CH:5]=[O:6].[C:11](#[N:13])[CH3:12]>>[Br:1][C:2]1[CH:3]=[C:4]([CH:5]([OH:6])[CH2:12][C:11]#[N:13])[CH:7]=[C:8]([F:10])[CH:9]=1. Procedure: Alkylation of 3-bromo-5-fluorobenzaldehyde with acetonitrile following the method used in Example 50 except KOBu-t was used instead of LDA gave 3-(3-bromo-5-fluorophenyl)-3-hydroxypropanenitrile as a light color oil. Yield (2.5 g, 86%): 1H NMR (400 MHz, CDCl3) δ 7.34 (bs, 1H), 7.21-7.24 (m, 1H), 7.08-7.11 (m, 1H), 5.02 (t, J=6.4 Hz, 1H), 2.75 (d, J=6.4 Hz, 2H). Reaction SMILES: [CH2:1]([CH2:3][C:4]([OH:6])=[O:5])[CH3:2].[C:7]1([CH3:13])[CH:12]=CC=C[CH:8]=1>C/C(/[O-])=C/C(C)=O.C/C(/[O-])=C/C(C)=O.C/C(/[O-])=C/C(C)=O.C/C(/[O-])=C/C(C)=O.[Zr+4]>[CH:1]12[CH2:13][CH:7]([CH:12]=[CH:2]1)[CH2:8][CH:3]2[C:4]([OH:6])=[O:5] |f:2.3.4.5.6|. The reactants are C(C)CC(=O)O (ethyl acetic acid), C1(=CC=CC=C1)C (toluene). Run at time 18 hour. Procedure: and 25 ml of toluene were continuously added to the 250 ml flask. Zirconium acetyl acetonate [Zr(acac)4] (0.658 g, 0.135 mmol, 1 mol %) was added thereto, and azeotropic reflux was performed. The temperature of the heated bath was controlled to 150° C. and the reaction was performed for 18 hours. After that, the reaction was finished after the GC check, and it was cooled to normal temperature. Thereafter, 30 mlm of ethyl acetic acid was added thereto. After the undissolved solid compound is prec... Product: C12C(CC(C=C1)C2)C(=O)O (5-norbornene-2-carboxylic acid). Yield: 89.0%. Reagents/catalysts: C/C(=C/C(=O)C)/[O-].C/C(=C/C(=O)C)/[O-].C/C(=C/C(=O)C)/[O-].C/C(=C/C(=O)C)/[O-].[Zr+4] (Zirconium acetyl acetonate). The reactants are Fc1cccc(Br)n1, O=C([O-])[O-], CCOC(C)=O, [Cs+], [Cs+], OCc1cccc(F)c1, CN(C)C=O. The product is Fc1cccc(COc2cccc(Br)n2)c1. Reaction SMILES: [Br:1][c:2]1[n:3][c:4]([F:8])[cH:5][cH:6][cH:7]1.[C:23](=[O:24])([O-:25])[O-:26].[CH3:29][CH2:30][O:31][C:32](=[O:33])[CH3:34].[Cs+:27].[Cs+:28].[F:14][c:15]1[cH:16][c:17]([CH2:21][OH:22])[cH:18][cH:19][cH:20]1.[O:9]=[CH:10][N:11]([CH3:12])[CH3:13]>>[Br:1][c:2]1[n:3][c:4]([O:22][CH2:21][c:17]2[cH:16][c:15]([F:14])[cH:20][cH:19][cH:18]2)[cH:5][cH:6][cH:7]1. Reactants: [Al+3], CC(=O)c1ccc2sc3ccccc3c2c1, CC(=O)Cl, [Cl-], [Cl-], [Cl-], S=C=S. Yields the product CC(=O)c1ccc2sc3ccc(C(C)=O)cc3c2c1. RXN SMILES: [Al+3:18].[CH3:1][C:2](=[O:3])[c:4]1[cH:5][c:6]2[c:7]([s:8][c:9]3[c:10]2[cH:11][cH:12][cH:13][cH:14]3)[cH:15][cH:16]1.[CH3:21][C:22]([Cl:23])=[O:24].[Cl-:17].[Cl-:19].[Cl-:20].[S:25]=[C:26]=[S:27]>>[CH3:1][C:2](=[O:3])[c:4]1[cH:5][c:6]2[c:7]([s:8][c:9]3[c:10]2[cH:11][c:12]([C:22]([CH3:21])=[O:24])[cH:13][cH:14]3)[cH:15][cH:16]1. The reactants are BrC=1C=CC2=C(C=C(CCN2C=O)C(=O)OCC)C1 (ethyl 7-bromo-1-formyl-2,3-dihydro-1-benzazepine-4-carboxylate), Cl (hydrochloric acid). Solvent: [OH-].[Na+] (sodium hydroxide), C1CCOC1.C(C)O (THF ethanol). Conditions: time 15 hour. Product: BrC=1C=CC2=C(C=C(CCN2C=O)C(=O)O)C1 (7-bromo-1-formyl-2,3-dihydro-1-benzazepine-4-carboxylic acid). Yield: 99.6%. RXN SMILES: [Br:1][C:2]1[CH:3]=[CH:4][C:5]2[N:11]([CH:12]=[O:13])[CH2:10][CH2:9][C:8]([C:14]([O:16]CC)=[O:15])=[CH:7][C:6]=2[CH:19]=1.Cl>[OH-].[Na+].C1COCC1.C(O)C>[Br:1][C:2]1[CH:3]=[CH:4][C:5]2[N:11]([CH:12]=[O:13])[CH2:10][CH2:9][C:8]([C:14]([OH:16])=[O:15])=[CH:7][C:6]=2[CH:19]=1 |f:2.3,4.5|. Procedure details: In 1N sodium hydroxide (13.0 ml) and THF:ethanol (1:1, 50 ml) was dissolved ethyl 7-bromo-1-formyl-2,3-dihydro-1-benzazepine-4-carboxylate (2.77 g), and the mixture was stirred at room temperature for 15 hours. To the mixture was added 1N hydrochloric acid (12.5 ml), and the mixture was concentrated. To the residue was added water (200 ml), and the mixture was adjusted to pH 2 with 1N hydrochloric acid. The mixture was extracted with ethyl acetate(300 ml×3), and the organic layer was dried with ... Reactants: C=C(CC(=O)OC)C(=O)OC, COC(=O)C1CC(=O)N(C2CC(C)(C)NC(C)(C)C2)C1, CO, NN, CC1(C)CC(N)CC(C)(C)N1, O. Product: CC1(C)CC(N2CC(C(=O)NN)CC2=O)CC(C)(C)N1. RXN SMILES: [C:35]([O:36][CH3:37])(=[O:38])[C:39]([CH2:40][C:41]([O:42][CH3:43])=[O:44])=[CH2:45].[CH3:1][O:2][C:3](=[O:4])[CH:5]1[CH2:6][C:7](=[O:20])[N:8]([CH:10]2[CH2:11][C:12]([CH3:18])([CH3:19])[NH:13][C:14]([CH3:16])([CH3:17])[CH2:15]2)[CH2:9]1.[CH3:46][OH:47].[NH2:22][NH2:23].[NH2:24][CH:25]1[CH2:26][C:27]([CH3:28])([CH3:29])[NH:30][C:31]([CH3:32])([CH3:33])[CH2:34]1.[OH2:21]>>[O:2]=[C:3]([CH:5]1[CH2:6][C:7](=[O:20])[N:8]([CH:10]2[CH2:11][C:12]([CH3:18])([CH3:19])[NH:13][C:14]([CH3:16])([CH3:17])[CH2:15]2)[CH2:9]1)[NH:22][NH2:23].